This data is from the Open Reaction Database (ORD), a public repository of structured organic reaction records. The task is: describe an organic reaction: reactants, conditions, products, and yield Starting materials: CC(C)(C)[O-], CN(C)C=O, COc1ccc(Cl)c([N+](=O)[O-])c1, [K+], O, Oc1ccc(OCc2ccccc2)cc1. The product is COc1ccc(Oc2ccc(OCc3ccccc3)cc2)c([N+](=O)[O-])c1. Reaction SMILES: [CH3:16][C:17]([CH3:18])([O-:19])[CH3:20].[CH:35]([N:36]([CH3:37])[CH3:38])=[O:39].[Cl:22][c:23]1[c:24]([N+:31](=[O:32])[O-:33])[cH:25][c:26]([O:29][CH3:30])[cH:27][cH:28]1.[K+:21].[OH2:34].[OH:1][c:2]1[cH:3][cH:4][c:5]([O:6][CH2:7][c:8]2[cH:9][cH:10][cH:11][cH:12][cH:13]2)[cH:14][cH:15]1>>[O:1]([c:2]1[cH:3][cH:4][c:5]([O:6][CH2:7][c:8]2[cH:9][cH:10][cH:11][cH:12][cH:13]2)[cH:14][cH:15]1)[c:23]1[c:24]([N+:31](=[O:32])[O-:33])[cH:25][c:26]([O:29][CH3:30])[cH:27][cH:28]1. The reactants are ClC1=CC=NC2=CC=CC=C12 (4-chloro-quinoline), IC=1C=CC2=C(CCO2)C1 (5-iodo-2,3-dihydrobenzofuran). The product is ClC1=CC(=NC2=CC=CC=C12)C=1C=CC2=C(CCO2)C1 (4-Chloro-2-(2,3-dihydro-benzofuran-5-yl)-quinoline). RXN SMILES: [Cl:1][C:2]1[C:11]2[C:6](=[CH:7][CH:8]=[CH:9][CH:10]=2)[N:5]=[CH:4][CH:3]=1.I[C:13]1[CH:14]=[CH:15][C:16]2[O:20][CH2:19][CH2:18][C:17]=2[CH:21]=1>>[Cl:1][C:2]1[C:11]2[C:6](=[CH:7][CH:8]=[CH:9][CH:10]=2)[N:5]=[C:4]([C:13]2[CH:14]=[CH:15][C:16]3[O:20][CH2:19][CH2:18][C:17]=3[CH:21]=2)[CH:3]=1. Procedure: The title compound, m. p. 130-132° C., MS: m/e=281 (M+), was prepared from 4-chloro-quinoline and 5-iodo-2,3-dihydrobenzofuran. The reactants are C(=C)C1=NC=CC=C1 (2-vinylpyridine), C1C=CC2=CC=CC=C12 (indene), solid, CC(C)([O-])C.[K+] (potassium tert-butoxide), C(C)(=O)O (acetic acid). The solvent is C1(=CC=CC=C1)C (toluene). Run at temperature 115 celsius, time 2 hour. The product is C1C=C(C2=CC=CC=C12)CCC1=NC=CC=C1 (2-[2-(1H-inden-3-yl)ethyl]pyridine). Reaction SMILES: [CH:1]([C:3]1[CH:8]=[CH:7][CH:6]=[CH:5][N:4]=1)=[CH2:2].[CH2:9]1[C:17]2[C:12](=[CH:13][CH:14]=[CH:15][CH:16]=2)[CH:11]=[CH:10]1.CC(C)([O-])C.[K+].C(O)(=O)C>C1(C)C=CC=CC=1>[CH2:9]1[C:17]2[C:12](=[CH:13][CH:14]=[CH:15][CH:16]=2)[C:11]([CH2:2][CH2:1][C:3]2[CH:8]=[CH:7][CH:6]=[CH:5][N:4]=2)=[CH:10]1 |f:2.3|. Procedure: 43 g (0.47 mol) of 2-vinylpyridine were added to a mixture of 56 ml (0.48 mol) of indene in 40 ml of toluene and 4 g (0.036 mol) of solid potassium tert-butoxide at 60-90° C. over a period of 40 minutes. The mixture was then stirred for another 2 hours at 115° C., cooled to room temperature and subsequently neutralized by means of 2 ml of glacial acetic acid. Insoluble constituents were filtered off and the filtrate was distilled under reduced-pressure. This gave 42 g of 2-[2-(1H-inden-3-yl)ethy... The reactants are Cc1ccccc1N1c2ccccc2NS1(=O)=O, C1CCOC1, CC(C)(C)OC(=O)N1CCN(CCO)CC1, c1ccc(P(c2ccccc2)c2ccccc2)cc1. The product is Cc1ccccc1N1c2ccccc2N(CCN2CCN(C(=O)OC(C)(C)C)CC2)S1(=O)=O. RXN SMILES: [CH3:1][c:2]1[c:3]([N:8]2[S:9](=[O:17])(=[O:18])[NH:10][c:11]3[c:12]2[cH:13][cH:14][cH:15][cH:16]3)[cH:4][cH:5][cH:6][cH:7]1.[O:54]1[CH2:55][CH2:56][CH2:57][CH2:58]1.[OH:38][CH2:39][CH2:40][N:41]1[CH2:42][CH2:43][N:44]([C:47](=[O:48])[O:49][C:50]([CH3:51])([CH3:52])[CH3:53])[CH2:45][CH2:46]1.[c:19]1([P:20]([c:21]2[cH:22][cH:23][cH:24][cH:25][cH:26]2)[c:27]2[cH:28][cH:29][cH:30][cH:31][cH:32]2)[cH:33][cH:34][cH:35][cH:36][cH:37]1>>[CH3:1][c:2]1[c:3]([N:8]2[S:9](=[O:17])(=[O:18])[N:10]([CH2:39][CH2:40][N:41]3[CH2:42][CH2:43][N:44]([C:47](=[O:48])[O:49][C:50]([CH3:51])([CH3:52])[CH3:53])[CH2:45][CH2:46]3)[c:11]3[c:12]2[cH:13][cH:14][cH:15][cH:16]3)[cH:4][cH:5][cH:6][cH:7]1. The reactants are CC(C)(C)OC(=O)Nc1nc(Cl)c(C=O)s1, CC(C)[Mg+], [Cl-], [Cl-], [NH4+], C1CCOC1, O=S(=O)(c1ccccc1)n1cc(I)c2cc(Cl)cnc21. Yields the product CC(C)(C)OC(=O)Nc1nc(Cl)c(C(O)c2cn(S(=O)(=O)c3ccccc3)c3ncc(Cl)cc23)s1. Reaction SMILES: [C:26]([CH3:27])([CH3:28])([CH3:29])[O:30][C:31]([NH:32][c:33]1[s:34][c:35]([CH:39]=[O:40])[c:36]([Cl:38])[n:37]1)=[O:41].[CH:22]([Mg+:23])([CH3:24])[CH3:25].[Cl-:21].[Cl-:42].[NH4+:43].[O:44]1[CH2:45][CH2:46][CH2:47][CH2:48]1.[c:1]1([S:7](=[O:8])(=[O:9])[n:10]2[cH:11][c:12]([I:20])[c:13]3[c:14]2[n:15][cH:16][c:17]([Cl:19])[cH:18]3)[cH:2][cH:3][cH:4][cH:5][cH:6]1>>[c:1]1([S:7](=[O:8])(=[O:9])[n:10]2[cH:11][c:12]([CH:39]([c:35]3[s:34][c:33]([NH:32][C:31]([O:30][C:26]([CH3:27])([CH3:28])[CH3:29])=[O:41])[n:37][c:36]3[Cl:38])[OH:40])[c:13]3[c:14]2[n:15][cH:16][c:17]([Cl:19])[cH:18]3)[cH:2][cH:3][cH:4][cH:5][cH:6]1. Starting materials: BrC1=C(C(=O)O)C(=CC=C1)NC=1C2=C(N=C(N1)Cl)N(C=C2)S(=O)(=O)C2=CC=C(C=C2)C (2-bromo-6-({2-chloro-7-[(4-methylphenyl)sulfonyl]-7H-pyrrolo[2,3-d]pyrimidin-4-yl}amino)benzoic acid), C(C(=O)Cl)(=O)Cl (oxalyl chloride). The solvent is C1CCOC1 (THF). Conditions: time 1 hour. Yields the product Cl.BrC1=C2C(N3C(=NC2=CC=C1)C1=C(N=C3Cl)N(C=C1)S(=O)(=O)C1=CC=C(C=C1)C)=O (8-bromo-5-chloro-3-[(4-methylphenyl)sulfonyl]pyrrolo[2′,3′:4,5]pyrimido[6,1-b]quinazolin-7(3H)-one hydrogen chloride). Isolated yield 90.0%. As a reaction SMILES: [Br:1][C:2]1[CH:10]=[CH:9][CH:8]=[C:7]([NH:11][C:12]2[C:13]3[CH:21]=[CH:20][N:19]([S:22]([C:25]4[CH:30]=[CH:29][C:28]([CH3:31])=[CH:27][CH:26]=4)(=[O:24])=[O:23])[C:14]=3[N:15]=[C:16]([Cl:18])[N:17]=2)[C:3]=1[C:4]([OH:6])=O.C(Cl)(=O)C(Cl)=O>C1COCC1>[ClH:18].[Br:1][C:2]1[CH:10]=[CH:9][CH:8]=[C:7]2[C:3]=1[C:4](=[O:6])[N:17]1[C:16]([Cl:18])=[N:15][C:14]3[N:19]([S:22]([C:25]4[CH:26]=[CH:27][C:28]([CH3:31])=[CH:29][CH:30]=4)(=[O:23])=[O:24])[CH:20]=[CH:21][C:13]=3[C:12]1=[N:11]2 |f:3.4|. Procedure details: To a solution of 2-bromo-6-({2-chloro-7-[(4-methylphenyl)sulfonyl]-7H-pyrrolo[2,3-d]pyrimidin-4-yl}amino)benzoic acid (1.5 g, 2.87 mmol) in THF(200 ml) was added oxalyl chloride (4.31 ml, 8.62 mmol, 2.0M DCM) and the reaction was stirred at rt for 1 hr. The reaction was concentrated on rotovap, redissolved in THF, evaporated again, and high vacced prior to next step to yield 8-bromo-5-chloro-3-[(4-methylphenyl)sulfonyl]pyrrolo[2′,3′:4,5]pyrimido[6,1-b]quinazolin-7(3H)-one hydrogen chloride (1.3 ... Starting materials: CS(=O)C (DMSO), N#N (N2), OC1CCC(CC1)C[C@@H](CN(C(=O)OCC1=CC=CC=C1)C)NC(OC(C)(C)C)=O ((S)-tert-butyl 1-(4-hydroxycyclohexyl)-3-(N-methyl-N-(benzyloxycarbonyl)amino)propan-2-ylcarbamate), C(C(=O)Cl)(=O)Cl (oxalyl chloride). Solvent: C(Cl)Cl (CH2Cl2). Conditions: temperature -65 celsius, time 2 hour. Yields the product CN(C(=O)OCC1=CC=CC=C1)C[C@H](CC1CCC(CC1)=O)NC(OC(C)(C)C)=O ((S)-tert-butyl 1-(N-methyl-N-(benzyloxycarbonyl)amino)-3-(4-oxocyclohexyl)propan-2-ylcarbamate). The yield is 45.8%. Reaction SMILES: CS(C)=O.N#N.C(Cl)(=O)C(Cl)=O.[OH:13][CH:14]1[CH2:19][CH2:18][CH:17]([CH2:20][C@H:21]([NH:35][C:36](=[O:42])[O:37][C:38]([CH3:41])([CH3:40])[CH3:39])[CH2:22][N:23]([CH3:34])[C:24]([O:26][CH2:27][C:28]2[CH:33]=[CH:32][CH:31]=[CH:30][CH:29]=2)=[O:25])[CH2:16][CH2:15]1>C(Cl)Cl>[CH3:34][N:23]([CH2:22][C@@H:21]([NH:35][C:36](=[O:42])[O:37][C:38]([CH3:40])([CH3:39])[CH3:41])[CH2:20][CH:17]1[CH2:18][CH2:19][C:14](=[O:13])[CH2:15][CH2:16]1)[C:24]([O:26][CH2:27][C:28]1[CH:33]=[CH:32][CH:31]=[CH:30][CH:29]=1)=[O:25]. Procedure details: A solution of DMSO (0.82 g, 10.47 mmol) in 10 mL of dry CH2Cl2, under protection of N2, was cooled to −78° C., followed by the slow, dropwise addition of oxalyl chloride (0.664 g, 5.23 mmol). After addition the mixture was stirred 2 hr at −65° C., then the solution of (S)-tert-butyl 1-(4-hydroxycyclohexyl)-3-(N-methyl-N-(benzyloxycarbonyl)amino)propan-2-ylcarbamate (1.1 g, 2.62 mmol) was added dropwise. After addition, the mixture was stirred 3 hr at −30° C. The reaction was quenched with Et3N (... Reactants: C1=C(C=CC2=CC=CC=C12)OC([C@@H](NC)CCCNC(=O)OC(C)(C)C)=O (Nδ-Boc-Nα-Methylornithinyl 2-Naphthyl Ether), C(=O)(OC(C)(C)C)N[C@@H](CCC1=CC=CC=C1)C(=O)O (Boc-homophenylalanine). Yields the product C1=C(C=CC2=CC=CC=C12)OC([C@@H](N(C)C([C@@H](NC(=O)OC(C)(C)C)CCC1=CC=CC=C1)=O)CCCNC(=O)OC(C)(C)C)=O (Boc-Homophenylalanyl-Nδ-Boc-Nα-Methylornithinyl 2-Naphthyl Ether). RXN SMILES: [CH:1]1[C:10]2[C:5](=[CH:6][CH:7]=[CH:8][CH:9]=2)[CH:4]=[CH:3][C:2]=1[O:11][C:12](=[O:27])[C@H:13]([CH2:16][CH2:17][CH2:18][NH:19][C:20]([O:22][C:23]([CH3:26])([CH3:25])[CH3:24])=[O:21])[NH:14][CH3:15].[C:28]([NH:35][C@H:36]([C:45](O)=[O:46])[CH2:37][CH2:38][C:39]1[CH:44]=[CH:43][CH:42]=[CH:41][CH:40]=1)([O:30][C:31]([CH3:34])([CH3:33])[CH3:32])=[O:29]>>[CH:1]1[C:10]2[C:5](=[CH:6][CH:7]=[CH:8][CH:9]=2)[CH:4]=[CH:3][C:2]=1[O:11][C:12](=[O:27])[C@H:13]([CH2:16][CH2:17][CH2:18][NH:19][C:20]([O:22][C:23]([CH3:24])([CH3:26])[CH3:25])=[O:21])[N:14]([C:45](=[O:46])[C@H:36]([CH2:37][CH2:38][C:39]1[CH:44]=[CH:43][CH:42]=[CH:41][CH:40]=1)[NH:35][C:28]([O:30][C:31]([CH3:34])([CH3:32])[CH3:33])=[O:29])[CH3:15]. Reported procedure: Using Procedure D, coupling of Nδ-Boc-Nα-methylornithinyl 2-naphthyl ether (E) and Boc-homophenylalanine afforded titled compound as a glassy solid: 1H NMR (400 MHz, CDCl3) δ1.44 (2s, 18H), 1.58-1.70 (m, 4H), 1.98 (m, 2H), 2.73 (m, 2H), 2.83 (s, 3H), 3.18 (m, 2H), 4.08 (m, 2H), 4.61 (m, 1H), 7.09 (m, 2H), 7.35 (m, 5H), 7.49 (t, J=9.1 Hz, 1H), 7.59 (t, J=9.0 Hz, 1H), and 7.81 (3H). Starting materials: ClC1=CC=C(C=C1)NC(OC)=O (methyl N-(4-chlorophenyl)-carbamate), ClC=1C=C(N)C=CC1Cl (3,4-dichloroaniline), CN(C)CCCCCCCCCCCC (N,N-dimethyl-dodecylamine). Run in C1(=CC=CC=C1)C (toluene). Yields the product ClC1=CC=C(C=C1)NC(=O)NC1=CC(=C(C=C1)Cl)Cl (N-(4-chlorophenyl)-N'-(3,4-dichlorophenyl)-urea). As a reaction SMILES: [Cl:1][C:2]1[CH:7]=[CH:6][C:5]([NH:8][C:9](=O)[O:10]C)=[CH:4][CH:3]=1.[Cl:13][C:14]1[CH:15]=[C:16]([CH:18]=[CH:19][C:20]=1[Cl:21])[NH2:17].CN(CCCCCCCCCCCC)C>C1(C)C=CC=CC=1>[Cl:1][C:2]1[CH:7]=[CH:6][C:5]([NH:8][C:9]([NH:17][C:16]2[CH:18]=[CH:19][C:20]([Cl:21])=[C:14]([Cl:13])[CH:15]=2)=[O:10])=[CH:4][CH:3]=1. Reported procedure: A mixture of 4.61 g (25 mmoles) of methyl N-(4-chlorophenyl)-carbamate, 4.07 g (25 mmoles) of 3,4-dichloroaniline, 100 ml of toluene and 4.7 g (25 mmoles) of N,N-dimethyl-dodecylamine is reacted for 20 hours as described in Example 8, and then the mixture is allowed to cool. 4.60 g (58.4%) of N-(4-chlorophenyl)-N'-(3,4-dichlorophenyl)-urea separate from the mixture as a crystalline substance.